Dataset: the Open Reaction Database (ORD), a public repository of structured organic reaction records. Task: describe an organic reaction: reactants, conditions, products, and yield Reactants: COC(=O)c1c(C(F)F)nc(C(F)(F)F)c(C(C)=O)c1CC(C)C, C[O-], CO, CC(C)=O, COC=O, Cl, [Na+], O, c1ccncc1. Yields the product COC(=O)c1c(C(F)F)nc(C(F)(F)F)c(C(=O)C=CO)c1CC(C)C. Reaction SMILES: [C:1]([CH3:2])(=[O:3])[c:4]1[c:5]([CH2:21][CH:22]([CH3:23])[CH3:24])[c:6]([C:17](=[O:18])[O:19][CH3:20])[c:7]([CH:14]([F:15])[F:16])[n:8][c:9]1[C:10]([F:11])([F:12])[F:13].[CH3:29][O-:30].[CH3:33][OH:34].[CH3:36][C:37]([CH3:38])=[O:39].[CH:25](=[O:26])[O:27][CH3:28].[ClH:32].[Na+:31].[OH2:35].[n:40]1[cH:41][cH:42][cH:43][cH:44][cH:45]1>>[C:1]([CH:2]=[CH:25][OH:26])(=[O:3])[c:4]1[c:5]([CH2:21][CH:22]([CH3:23])[CH3:24])[c:6]([C:17](=[O:18])[O:19][CH3:20])[c:7]([CH:14]([F:15])[F:16])[n:8][c:9]1[C:10]([F:11])([F:12])[F:13]. Starting materials: CC(C)(C)OC(=O)N1CCC(Sc2ccc3c(=O)[nH]ccc3c2)CC1, CO, ClCCl. Reaction SMILES: [C:4]([O:5][C:6](=[O:7])[N:11]1[CH2:12][CH2:13][CH:14]([S:17][c:18]2[cH:19][c:20]3[cH:21][cH:22][nH:23][c:24](=[O:28])[c:25]3[cH:26][cH:27]2)[CH2:15][CH2:16]1)([CH3:8])([CH3:9])[CH3:10].[CH3:29][OH:30].[Cl:1][CH2:2][Cl:3]>>[NH:11]1[CH2:12][CH2:13][CH:14]([S:17][c:18]2[cH:19][c:20]3[cH:21][cH:22][nH:23][c:24](=[O:28])[c:25]3[cH:26][cH:27]2)[CH2:15][CH2:16]1. Product: O=c1[nH]ccc2cc(SC3CCNCC3)ccc12. Starting materials: [Br-], [Br-], C=C(Br)CCOC(C)OCC, C[N+](C)(CC[N+](C)(C)Cc1ccccc1)Cc1ccccc1, ClCCl, BrC(Br)Br, [K+], [OH-], O. The product is CCOC(C)OCCC1(Br)CC1(Br)Br. As a reaction SMILES: [Br-:18].[Br-:19].[Br:1][C:2](=[CH2:3])[CH2:4][CH2:5][O:6][CH:7]([CH3:8])[O:9][CH2:10][CH3:11].[CH2:20]([N+:21]([CH3:22])([CH3:23])[CH2:24][CH2:25][N+:26]([CH2:27][c:28]1[cH:29][cH:30][cH:31][cH:32][cH:33]1)([CH3:34])[CH3:35])[c:36]1[cH:37][cH:38][cH:39][cH:40][cH:41]1.[CH2:42]([Cl:43])[Cl:44].[CH:14]([Br:15])([Br:16])[Br:17].[K+:13].[OH-:12].[OH2:45]>>[Br:1][C:2]1([CH2:4][CH2:5][O:6][CH:7]([CH3:8])[O:9][CH2:10][CH3:11])[CH2:3][C:14]1([Br:15])[Br:17]. Starting materials: [OH-].[Na+] (Sodium hydroxide), COC(C1=C(C=CC(=C1)OCCCCCCCCCCCCOC1=CC=CC=C1)OCC1=CC=CC=C1)=O (5-[(12-phenoxydodecyl)oxy]-2-(phenylmethoxy)benzoic acid methyl ester). Yields the product O(C1=CC=CC=C1)CCCCCCCCCCCCOC=1C=CC(=C(C(=O)O)C1)OCC1=CC=CC=C1 (5-[(12-phenoxydodecyl)oxy]-2-(phenylmethoxy)benzoic acid). The yield is 94.0%. As a reaction SMILES: [OH-].[Na+].C[O:4][C:5](=[O:40])[C:6]1[CH:11]=[C:10]([O:12][CH2:13][CH2:14][CH2:15][CH2:16][CH2:17][CH2:18][CH2:19][CH2:20][CH2:21][CH2:22][CH2:23][CH2:24][O:25][C:26]2[CH:31]=[CH:30][CH:29]=[CH:28][CH:27]=2)[CH:9]=[CH:8][C:7]=1[O:32][CH2:33][C:34]1[CH:39]=[CH:38][CH:37]=[CH:36][CH:35]=1>>[O:25]([CH2:24][CH2:23][CH2:22][CH2:21][CH2:20][CH2:19][CH2:18][CH2:17][CH2:16][CH2:15][CH2:14][CH2:13][O:12][C:10]1[CH:9]=[CH:8][C:7]([O:32][CH2:33][C:34]2[CH:35]=[CH:36][CH:37]=[CH:38][CH:39]=2)=[C:6]([CH:11]=1)[C:5]([OH:40])=[O:4])[C:26]1[CH:31]=[CH:30][CH:29]=[CH:28][CH:27]=1 |f:0.1|. Procedure: Sodium hydroxide hydrolysis of 5-[(12-phenoxydodecyl)oxy]-2-(phenylmethoxy)benzoic acid methyl ester using conditions described in Example 60 gave 5-[(12-phenoxydodecyl)oxy]-2-(phenylmethoxy)benzoic acid (94% yield, mp 85°-87° ). Reactants: OCc1ccc(OCc2ccccc2)c(Br)n1, C=CC(=O)OC, CCCC[N+](CCCC)(CCCC)CCCC, CC(=O)[O-], [I-], [K+], CN(C)C=O, O. Yields the product C=C(C(=O)OC)c1nc(CO)ccc1OCc1ccccc1. RXN SMILES: [Br:1][c:2]1[n:3][c:4]([CH2:16][OH:17])[cH:5][cH:6][c:7]1[O:8][CH2:9][c:10]1[cH:11][cH:12][cH:13][cH:14][cH:15]1.[C:23]([CH:24]=[CH2:25])(=[O:26])[O:27][CH3:28].[CH2:36]([N+:37]([CH2:38][CH2:39][CH2:40][CH3:41])([CH2:42][CH2:43][CH2:44][CH3:45])[CH2:46][CH2:47][CH2:48][CH3:49])[CH2:50][CH2:51][CH3:52].[CH3:19][C:20](=[O:21])[O-:22].[I-:35].[K+:18].[O:29]=[CH:30][N:31]([CH3:32])[CH3:33].[OH2:34]>>[c:2]1([C:24]([C:23](=[O:26])[O:27][CH3:28])=[CH2:25])[n:3][c:4]([CH2:16][OH:17])[cH:5][cH:6][c:7]1[O:8][CH2:9][c:10]1[cH:11][cH:12][cH:13][cH:14][cH:15]1. The reactants are CCCCC (pentane), carbonyl, C(C(C)C)N (isobutylamine), CCCCC (pentane), N(=NC(C)(CC(C)C)N=C=O)C(C)(CC(C)C)N=C=O (2,2'-Azobis(2-isocyanato-4-methylpentane)), NC(=O)N (urea), [N-]=C=O (isocyanate). Conditions: time 90 minute. Product: N(=NC(C)(CC(C)C)NC(=O)NCC(C)C)C(C)(CC(C)C)NC(=O)NCC(C)C (2,2'-Azobis[2-(isobutylaminocarbonylamino)-4-methylpentane]). RXN SMILES: [CH2:1]([NH2:5])[CH:2]([CH3:4])[CH3:3].[N:6]([C:17]([N:23]=[C:24]=[O:25])([CH2:19][CH:20]([CH3:22])[CH3:21])[CH3:18])=[N:7][C:8]([N:14]=[C:15]=[O:16])([CH2:10][CH:11]([CH3:13])[CH3:12])[CH3:9].N[C:27]([NH2:29])=O.[N-]=C=O.[CH3:33][CH2:34][CH2:35]CC>>[N:6]([C:17]([NH:23][C:24]([NH:29][CH2:27][CH:34]([CH3:35])[CH3:33])=[O:25])([CH2:19][CH:20]([CH3:21])[CH3:22])[CH3:18])=[N:7][C:8]([NH:14][C:15]([NH:5][CH2:1][CH:2]([CH3:4])[CH3:3])=[O:16])([CH2:10][CH:11]([CH3:12])[CH3:13])[CH3:9]. Procedure details: To a solution of 3.44 grams (0.047 moles) of isobutylamine in 20 ml of pentane in a 50 ml erlenmeyer flask, cooled by a water bath, was added dropwise with stirring 6.56 grams (0.0235 moles) of 2,2'-azobis(2-isocyanato-4-methylpentane) (from Example XXIX). The reaction was stirred for 90 minutes during which time the insoluble product dropped out of the pentane. The pentane was evaporated under reduced pressure leaving 5.9 grams (59% crude yield) of a viscous light brown liquid. The infrared spe... The reactants are BrC=1C=C(C(=NC1)OCC(=O)OCC)[N+](=O)[O-] (ethyl 2-(5-bromo-3-nitropyridin-2-yloxy)acetate), [Sn] (tin). Run in Cl (hydrochloric acid), O (water). Run at temperature 2.5 celsius, time 30 minute. Yields the product BrC1=CC2=C(OCC(N2)=O)N=C1 (7-bromo-1H-pyrido[2,3-b][1,4]oxazin-2(3H)-one). The yield is 82.0%. Reaction SMILES: [Br:1][C:2]1[CH:3]=[C:4]([N+:15]([O-])=O)[C:5]([O:8][CH2:9][C:10](OCC)=[O:11])=[N:6][CH:7]=1.[Sn]>Cl.O>[Br:1][C:2]1[CH:7]=[N:6][C:5]2[O:8][CH2:9][C:10](=[O:11])[NH:15][C:4]=2[CH:3]=1 |^3:17|. Reported procedure: In a 500 mL round-bottomed flask was added ethyl 2-(5-bromo-3-nitropyridin-2-yloxy)acetate (5.2 g, 17.04 mmol) in hydrochloric acid, 37% (50 mL) to give a yellow suspension. The mixture was cooled to 0-5° C. followed by the portion wise addition of tin powder (10.1168 g, 85 mmol). Caution must be taken during the addition as it is very exothermic. The mixture was stirred at room temperature for a further 30 minutes after the addition. The reaction mixture was heated to 80° C. under a nitrogen at... The reactants are CO, FC(F)(F)C1(c2nc3cc(Cl)c(Cl)cc3[nH]2)C=CCO1, [Rh]. Product: FC(F)(F)C1(c2nc3cc(Cl)c(Cl)cc3[nH]2)CCCO1. Reaction SMILES: [CH3:21][OH:22].[Cl:1][c:2]1[cH:3][c:4]2[c:5]([nH:6][c:7]([C:9]3([C:14]([F:15])([F:16])[F:17])[O:10][CH2:11][CH:12]=[CH:13]3)[n:8]2)[cH:18][c:19]1[Cl:20].[Rh:23]>>[Cl:1][c:2]1[cH:3][c:4]2[c:5]([nH:6][c:7]([C:9]3([C:14]([F:15])([F:16])[F:17])[O:10][CH2:11][CH2:12][CH2:13]3)[n:8]2)[cH:18][c:19]1[Cl:20].